From a dataset of the Open Reaction Database (ORD), a public repository of structured organic reaction records. describe an organic reaction: reactants, conditions, products, and yield Reactants: N(=[N+]=[N-])C1=CC=C(C(=O)NCCN2CCOCC2)C=C1 (4-Azido-N-(2-morpholin-4-ylethyl)benzamide), O=C(CC(=O)OCC)CCC (ethyl 3-oxohexanoate), [O-]CC.[Na+] (sodium ethoxide). Solvent: C(C)(=O)OCC (ethyl acetate), C(C)O (ethanol). Reaction conditions: time 20 minute. Yields the product N1(CCOCC1)CCNC(=O)C1=CC=C(C=C1)N1N=NC(=C1CCC)C(=O)[O-].[Na+] (sodium 1-(4-{[(2-morpholin-4-ylethyl)amino]carbonyl}phenyl)-5-propyl-1H-1,2,3-triazole-4-carboxylate). Reaction SMILES: [N:1]([C:4]1[CH:20]=[CH:19][C:7]([C:8]([NH:10][CH2:11][CH2:12][N:13]2[CH2:18][CH2:17][O:16][CH2:15][CH2:14]2)=[O:9])=[CH:6][CH:5]=1)=[N+:2]=[N-:3].O=[C:22]([CH2:29][CH2:30][CH3:31])[CH2:23][C:24]([O:26]CC)=[O:25].[O-]CC.[Na+:35]>C(O)C.C(OCC)(=O)C>[N:13]1([CH2:12][CH2:11][NH:10][C:8]([C:7]2[CH:6]=[CH:5][C:4]([N:1]3[C:22]([CH2:29][CH2:30][CH3:31])=[C:23]([C:24]([O-:26])=[O:25])[N:3]=[N:2]3)=[CH:20][CH:19]=2)=[O:9])[CH2:14][CH2:15][O:16][CH2:17][CH2:18]1.[Na+:35] |f:2.3,6.7|. Procedure: 4-Azido-N-(2-morpholin-4-ylethyl)benzamide obtained in Example 61a) and ethyl 3-oxohexanoate (1.07 ml, 6.35 mmol, 1.25 eq.) were dissolved in ethanol (23 ml), sodium ethoxide (480 mg, 6.35 mmol, 1.25 eq.) was added, and the mixture was stirred at room temperature for 20 min, and then at 60° C. for 13 hr. The resulting solid was suspended in ethyl acetate, and the insoluble material was collected by filtration, washed with ethyl acetate and dried to give the title compound as a grayish white powd... Reactants: N[C@H]1CN(CC1)C1=NC(=CC(N1C)=O)C1=CC=NC=C1 (2-((R)-3-aminopyrrolidin-1-yl)-3-methyl-6-(pyridin-4-yl)-3H-pyrimidin-4-one), BrC1=C(C=CC=C1)OC (2-bromoanisole), CC(C)([O-])C.[Na+] (sodium tertbutoxide), C1(=CC=CC=C1)P(C1=C(C2=CC=CC=C2C=C1)C1=C(C=CC2=CC=CC=C12)P(C1=CC=CC=C1)C1=CC=CC=C1)C1=CC=CC=C1 (2,2′-bis(diphenylphosphino)-1,1′-binaphthalene). Solvent: C1(=CC=CC=C1)C (toluene), O1CCOCC1 (dioxane). The product is COC1=C(C=CC=C1)N[C@H]1CN(CC1)C1=NC(=CC(N1C)=O)C1=CC=NC=C1 (2-[(R)-3-(2-methoxyphenylamino)pyrrolidin-1-yl]-3-methyl-6-(pyridin-4-yl)-3H-pyrimidin-4-one). The yield is 29.7%. Reaction SMILES: [NH2:1][C@@H:2]1[CH2:6][CH2:5][N:4]([C:7]2[N:12]([CH3:13])[C:11](=[O:14])[CH:10]=[C:9]([C:15]3[CH:20]=[CH:19][N:18]=[CH:17][CH:16]=3)[N:8]=2)[CH2:3]1.Br[C:22]1[CH:27]=[CH:26][CH:25]=[CH:24][C:23]=1[O:28][CH3:29].CC(C)([O-])C.[Na+].C1(P(C2C=CC=CC=2)C2C=CC3C(=CC=CC=3)C=2C2C3C(=CC=CC=3)C=CC=2P(C2C=CC=CC=2)C2C=CC=CC=2)C=CC=CC=1>C1(C)C=CC=CC=1.O1CCOCC1>[CH3:29][O:28][C:23]1[CH:24]=[CH:25][CH:26]=[CH:27][C:22]=1[NH:1][C@@H:2]1[CH2:6][CH2:5][N:4]([C:7]2[N:12]([CH3:13])[C:11](=[O:14])[CH:10]=[C:9]([C:15]3[CH:16]=[CH:17][N:18]=[CH:19][CH:20]=3)[N:8]=2)[CH2:3]1 |f:2.3|. Reported procedure: A solution of 2-((R)-3-aminopyrrolidin-1-yl)-3-methyl-6-(pyridin-4-yl)-3H-pyrimidin-4-one (0.20 g, 0.74 mmol), 2-bromoanisole (0.13 g, 0.74 mmol), tris(dibenzylideneacetone)dipalladium chloroform complex (0.061 g, 0.059 mmol), sodium tertbutoxide (0.10 g, 1.03 mmol) and 2,2′-bis(diphenylphosphino)-1,1′-binaphthalene (0.11 g, 0.18 mmol) in toluene (12 ml) and dioxane (2 ml) was stirred for 19 hours at 90° C. The solvent was evaporated off under reduced pressure and the residue was partitioned bet... Reactants: [Cl-], Fc1ccc(F)cc1, [Li]CCCC, O=Cc1cc(Cl)ccc1[N+](=O)[O-], [NH4+], C1CCOC1. The product is O=[N+]([O-])c1ccc(Cl)cc1C(O)c1cc(F)ccc1F. Reaction SMILES: [Cl-:26].[F:1][c:2]1[cH:3][cH:4][c:5]([F:8])[cH:6][cH:7]1.[Li:9][CH2:10][CH2:11][CH2:12][CH3:13].[N+:14](=[O:15])([O-:16])[c:17]1[c:18]([CH:19]=[O:20])[cH:21][c:22]([Cl:25])[cH:23][cH:24]1.[NH4+:27].[O:28]1[CH2:29][CH2:30][CH2:31][CH2:32]1>>[F:1][c:2]1[cH:3][cH:4][c:5]([F:8])[c:6]([CH:19]([c:18]2[c:17]([N+:14](=[O:15])[O-:16])[cH:24][cH:23][c:22]([Cl:25])[cH:21]2)[OH:20])[cH:7]1. Starting materials: [N+](#[C-])C(C(=O)OC)CC (methyl 2-isocyanobutyrate), C(C)(=O)O (acetic acid), CC(C)([O-])C.[K+] (potassium tert.-butoxide), BrCC=1SC=CC1 (2-bromomethylthiophene). Run in O1CCCC1 (tetrahydrofuran), O1CCCC1 (tetrahydrofuran). Reaction conditions: temperature -30 celsius, time 30 minute. The product is [N+](#[C-])C(C(=O)OC)(CC)CC=1SC=CC1 (methyl 2-isocyano-2-(2-thienylmethyl)butyrate). The yield is 88.5%. Reaction SMILES: CC(C)([O-])C.[K+].[N+:7]([CH:9]([CH2:14][CH3:15])[C:10]([O:12][CH3:13])=[O:11])#[C-:8].Br[CH2:17][C:18]1[S:19][CH:20]=[CH:21][CH:22]=1.C(O)(=O)C>O1CCCC1>[N+:7]([C:9]([CH2:17][C:18]1[S:19][CH:20]=[CH:21][CH:22]=1)([CH2:14][CH3:15])[C:10]([O:12][CH3:13])=[O:11])#[C-:8] |f:0.1|. Procedure: A suspension of potassium tert.-butoxide (5.5 g) in tetrahydrofuran (50 ml) is cooled to -30° C., and a solution of methyl 2-isocyanobutyrate (5.5 g) in tetrahydrofuran (10 ml) is added dropwise to the suspension at -30° C. The mixture is stirred at the same temperature for 30 minutes and a solution of 2-bromomethylthiophene (6.9 g) in tetrahydrafuran (10 ml) is added dropwise to the mixture. The mixture is stirred at room temperature for 4 hours, adjusted to pH 7 with acetic acid and then conce... The reactants are Cl.Cl.CNC(CC1=C(C=CC=C1)N)C1=CC=CC=C1 (N-methyl-2-amino-α-phenylphen-ethylamine dihydrochloride), C(C)C(C([O-])([O-])[O-])(CC)CC (triethylorthoacetate). The solvent is C(C)#N (acetonitrile). Run at temperature 70 celsius. The product is CNC(CC1=C(C=CC=C1)NC(C(C)(C)C)=O)C1=CC=CC=C1 (N-[2-(2-methylamino-2-phenylethyl)phenyl]-2,2-dimethylpropanamide). Yield: 82.6%. Reaction SMILES: Cl.Cl.[CH3:3][NH:4][CH:5]([C:14]1[CH:19]=[CH:18][CH:17]=[CH:16][CH:15]=1)[CH2:6][C:7]1[CH:12]=[CH:11][CH:10]=[CH:9][C:8]=1[NH2:13].[CH2:20]([C:22]([CH2:29]C)([CH2:27]C)[C:23]([O-])([O-])[O-:24])C>C(#N)C>[CH3:3][NH:4][CH:5]([C:14]1[CH:19]=[CH:18][CH:17]=[CH:16][CH:15]=1)[CH2:6][C:7]1[CH:12]=[CH:11][CH:10]=[CH:9][C:8]=1[NH:13][C:23](=[O:24])[C:22]([CH3:29])([CH3:27])[CH3:20] |f:0.1.2|. Reported procedure: A heterogeneous mixture of N-methyl-2-amino-α-phenylphen-ethylamine dihydrochloride (150g, 0.5 mol) in acetonitrile (500 ml) was treated with triethylorthoacetate (202 ml, 1.1 mol) and heated to 70° C. for 2 hours with stirring under a dry nitrogen atmosphere. The reaction mixture was filtered, concentrated in vacuo, and the residual solid recrystallized from 2-propanol at -10° C. to give 2,3-dimethyl-4-phenyl-3H-1,3-benzodiazepine hydrochloride (118g, 0.413 mol) in 83% yield. The product had a ...